This data is from the Open Reaction Database (ORD), a public repository of structured organic reaction records. The task is: describe an organic reaction: reactants, conditions, products, and yield Starting materials: C(CCCCC)C=1C(CCC1)=O (2-n-hexyl-2-cyclopentenone), CC(C)(C#N)O (acetone cyanhydrine), CO (methanol), C([O-])([O-])=O.[Na+].[Na+] (sodium carbonate). Run in O (water). Yields the product C(CCCCC)C1C(CCC1C#N)=O (2-n-hexyl-3-cyanocyclopentanone). RXN SMILES: [CH2:1]([C:7]1[C:8](=[O:12])[CH2:9][CH2:10][CH:11]=1)[CH2:2][CH2:3][CH2:4][CH2:5][CH3:6].CC(O)([C:16]#[N:17])C.CO.C(=O)([O-])[O-].[Na+].[Na+]>O>[CH2:1]([CH:7]1[CH:11]([C:16]#[N:17])[CH2:10][CH2:9][C:8]1=[O:12])[CH2:2][CH2:3][CH2:4][CH2:5][CH3:6] |f:3.4.5|. Reported procedure: A mixture of 16,6 g of 2-n-hexyl-2-cyclopentenone (see foot note (1) under Table II) 12 g of acetone cyanhydrine (Org. Synth. Coll. Vol.2, p.7), 32 ml of methanol and 0.8 g of sodium carbonate in 12 ml of water, is heated at reflux temperature for 11/2 hours. The reactants are C(CCC)N1CCOC2=C1C=C(C=C2C#N)C(=O)OC (Methyl 4-butyl-8-cyano-3,4-dihydro-2H-1,4-benzoxazine-6-carboxylate), [OH-].[K+] (potassium hydroxide), solution. The solvent is CO (methanol), O (water). Reaction conditions: time 8 hour. The product is C(CCC)N1CCOC2=C1C=C(C=C2C#N)C(=O)O (4-Butyl-8-cyano-3,4-dihydro-2H-1,4-benzoxazine-6-carboxylic acid). Isolated yield 88.2%. Reaction SMILES: [CH2:1]([N:5]1[C:10]2[CH:11]=[C:12]([C:17]([O:19]C)=[O:18])[CH:13]=[C:14]([C:15]#[N:16])[C:9]=2[O:8][CH2:7][CH2:6]1)[CH2:2][CH2:3][CH3:4].[OH-].[K+]>CO.O>[CH2:1]([N:5]1[C:10]2[CH:11]=[C:12]([C:17]([OH:19])=[O:18])[CH:13]=[C:14]([C:15]#[N:16])[C:9]=2[O:8][CH2:7][CH2:6]1)[CH2:2][CH2:3][CH3:4] |f:1.2|. Reported procedure: To a stirred solution of Methyl 4-butyl-8-cyano-3,4-dihydro-2H-1,4-benzoxazine-6-carboxylate (184 mg) in methanol (3 mL) was added potassium hydroxide (7 mL of a 1.0 M solution in water). The mixture was stirred at room temperature overnight then concentrated under reduced pressure. The residue was diluted with water and washed with ethyl acetate. The aqueous layer was acidified to pH 4 with 1 N hydrochloric acid and extracted with chloroform (4×100 mL). The combined organic extracts were dried ... Product: NC1=NC=C(C#N)C(=C1)N1CCC(CC1)(C)O (6-amino-4-(4-hydroxy-4-methylpiperidin-1-yl)nicotinonitrile). The reactants are NC1=NC=C(C#N)C(=C1)Cl (6-Amino-4-chloronicotinonitrile), NC1=NC=C(C#N)C(=C1)Cl (6-Amino-4-chloronicotinonitrile), OC1(CCNCC1)C (4-hydroxy-4-methylpiperidine). Solvent: CC(=O)N(C)C (DMA). Procedure: A suspension of 6-amino-4-chloronicotinonitrile (intermediate 16, 31.6 mg, 0.206 mmol) and 4-hydroxy-4-methylpiperidine (47.4 mg, 0.412 mmol) in DMA (0.75 ml) was heated to 100° C. and stirred for 1 h. The resulting brown solution was heated to 120° C. and stirred for 18 h. RXN SMILES: [NH2:1][C:2]1[CH:9]=[C:8](Cl)[C:5]([C:6]#[N:7])=[CH:4][N:3]=1.[OH:11][C:12]1([CH3:18])[CH2:17][CH2:16][NH:15][CH2:14][CH2:13]1>CC(N(C)C)=O>[NH2:1][C:2]1[CH:9]=[C:8]([N:15]2[CH2:16][CH2:17][C:12]([OH:11])([CH3:18])[CH2:13][CH2:14]2)[C:5]([C:6]#[N:7])=[CH:4][N:3]=1. Run at temperature 100 celsius, time 1 hour. Starting materials: BrC=1C=CC(=NC1)[C@@H](NC(CC1=CC=C(C=C1)C(C)C)=O)C=1N=NN(C1)C (N-[(S)-(5-bromopyridin-2-yl)(1-methyl-1H-1,2,3-triazol-4-yl)methyl]-2-(4-isopropylphenyl)acetamide), C(CC)B(O)O (n-propylboronic acid), Ag2O, C(=O)([O-])[O-].[K+].[K+] (K2CO3). Reagents/catalysts: C1=CC=C(C=C1)P([C-]2C=CC=C2)C3=CC=CC=C3.C1=CC=C(C=C1)P([C-]2C=CC=C2)C3=CC=CC=C3.Cl[Pd]Cl.[Fe+2] (PdCl2(dppf)2). Product: C(C)(C)C1=CC=C(C=C1)CC(=O)N[C@H](C1=NC=C(C=C1)CCC)C=1N=NN(C1)C (2-(4-isopropylphenyl)-N-[(S)-(1-methyl-1H-1,2,3-triazol-4-yl)(5-propylpyridin-2-yl)methyl]acetamide). Isolated yield 49.7%. As a reaction SMILES: Br[C:2]1[CH:3]=[CH:4][C:5]([C@H:8]([C:22]2[N:23]=[N:24][N:25]([CH3:27])[CH:26]=2)[NH:9][C:10](=[O:21])[CH2:11][C:12]2[CH:17]=[CH:16][C:15]([CH:18]([CH3:20])[CH3:19])=[CH:14][CH:13]=2)=[N:6][CH:7]=1.[CH2:28](B(O)O)[CH2:29][CH3:30].C([O-])([O-])=O.[K+].[K+]>C1C=CC(P(C2C=CC=CC=2)[C-]2C=CC=C2)=CC=1.C1C=CC(P(C2C=CC=CC=2)[C-]2C=CC=C2)=CC=1.Cl[Pd]Cl.[Fe+2]>[CH:18]([C:15]1[CH:16]=[CH:17][C:12]([CH2:11][C:10]([NH:9][C@@H:8]([C:22]2[N:23]=[N:24][N:25]([CH3:27])[CH:26]=2)[C:5]2[CH:4]=[CH:3][C:2]([CH2:28][CH2:29][CH3:30])=[CH:7][N:6]=2)=[O:21])=[CH:13][CH:14]=1)([CH3:20])[CH3:19] |f:2.3.4,5.6.7.8|. Procedure: N-[(S)-(5-bromopyridin-2-yl)(1-methyl-1H-1,2,3-triazol-4-yl)methyl]-2-(4-isopropylphenyl)acetamide (0.075 g, 0.18 mmol) was mixed with n-propylboronic acid (0.04 g, 0.44 mmol), PdCl2(dppf)2 (0.014 g, 0.019 mmol), Ag2O (0.10 g, 0.44 mmol) and K2CO3 (0.073 g, 0.53 mmol) and degassed. THF (3 mL) was added and the mixture was heated in microwave at 130 C for 30 min. The reaction mixture was diluted with EtOAc and filtered through Celite. The solvent was removed and the residue was purified by revers... Reactants: FC(C(=O)O)(F)F.ClC=1C(=C2C(=NC1)NC(=N2)C2=CC=C(C=C2)CN2CCOCC2)N[C@H]2[C@H]([C@@H]1C=C[C@H]2C1)C(=O)N ((1S,2S,3R,4R)-3-[6-Chloro-2-(4-morpholin-4-ylmethyl-phenyl)-3H-imidazo[4,5-b]pyridine-7-ylamino]-bicyclo[2.2.1]hept-5-ene-2-carboxylic acid amide-trifluoroacetate salt), NC1=NC=C(C(=C1N)N[C@H]1[C@H]([C@@H]2C=C[C@H]1C2)C(=O)N)Cl ((1S,2S,3R,4R)-3-(2,3-Diamino-5-chloro-pyridin-4-ylamino)-bicyclo[2.2.1]hept-5-ene-2-carboxylic acid amide), C(C)(C)(C)OC(=O)N1CCN(CC1)C1=CC=C(C=C1)C=O (4-(4-Formyl-phenyl)-piperazine-1-carboxylic acid tert-butyl ester), Cl (hydrochloric acid), C(N)(OC(C)(C)C)=O (tert-butyl carbamate). The solvent is O1CCOCC1 (dioxane). Product: FC(C(=O)O)(F)F.ClC=1C(=C2C(=NC1)NC(=N2)C2=CC=C(C=C2)N2CCNCC2)N[C@H]2[C@H]([C@@H]1C=C[C@H]2C1)C(=O)N ((1S,2S,3R,4R)-3-[6-Chloro-2-(4-piperazin-1-yl-phenyl)-3H-imidazo[4,5-b]pyridin-7-ylamino]-bicyclo[2.2.1]hept-5-ene-2-carboxylic acid amide trifluoroacetic acid salt). Yield: 43.0%. As a reaction SMILES: [F:1][C:2]([F:7])([F:6])[C:3]([OH:5])=[O:4].[Cl:8][C:9]1[C:10]([NH:31][C@@H:32]2[C@@H:37]3[CH2:38][C@@H:34]([CH:35]=[CH:36]3)[C@@H:33]2[C:39]([NH2:41])=[O:40])=[C:11]2[N:17]=[C:16]([C:18]3[CH:23]=[CH:22][C:21](CN4CCOCC4)=[CH:20][CH:19]=3)[NH:15][C:12]2=[N:13][CH:14]=1.NC1[C:48]([NH2:49])=[C:47]([NH:50][C@@H:51]2[C@@H:56]3C[C@@H](C=C3)[C@@H]2C(N)=O)C(Cl)=CN=1.C(OC(N1CCN(C2C=CC(C=O)=CC=2)CC1)=O)(C)(C)C.C(=O)(OC(C)(C)C)N.Cl>O1CCOCC1>[F:1][C:2]([F:7])([F:6])[C:3]([OH:5])=[O:4].[Cl:8][C:9]1[C:10]([NH:31][C@@H:32]2[C@@H:37]3[CH2:38][C@@H:34]([CH:35]=[CH:36]3)[C@@H:33]2[C:39]([NH2:41])=[O:40])=[C:11]2[N:17]=[C:16]([C:18]3[CH:19]=[CH:20][C:21]([N:49]4[CH2:48][CH2:47][NH:50][CH2:51][CH2:56]4)=[CH:22][CH:23]=3)[NH:15][C:12]2=[N:13][CH:14]=1 |f:0.1,7.8|. Procedure: In the same fashion as for Compound III, (1S,2S,3R,4R)-3-(2,3-Diamino-5-chloro-pyridin-4-ylamino)-bicyclo[2.2.1]hept-5-ene-2-carboxylic acid amide and 4-(4-Formyl-phenyl)-piperazine-1-carboxylic acid tert-butyl ester were reacted to produce an initial tert-butyl carbamate condensation product. This material was treated with 4N hydrochloric acid in dioxane at 40° C. overnight. Concentration followed by reverse phase chromatography on a Gilson chromatograph afforded fractions which were lyophilize... The reactants are O=C([O-])O, Cc1ccccc1, CCO, OB(O)c1ccccc1C(F)(F)F, N#Cc1nn(-c2c(Cl)cc(C(F)(F)F)cc2Cl)c(N)c1I, [Na+], O, c1ccc(P(c2ccccc2)(c2ccccc2)[Pd](P(c2ccccc2)(c2ccccc2)c2ccccc2)(P(c2ccccc2)(c2ccccc2)c2ccccc2)P(c2ccccc2)(c2ccccc2)c2ccccc2)cc1. Yields the product N#Cc1nn(-c2c(Cl)cc(C(F)(F)F)cc2Cl)c(N)c1-c1ccccc1C(F)(F)F. Reaction SMILES: [C:22](=[O:23])([O-:24])[OH:25].[CH3:41][c:42]1[cH:43][cH:44][cH:45][cH:46][cH:47]1.[CH3:48][CH2:49][OH:50].[F:27][C:28]([c:29]1[c:30]([B:35]([OH:36])[OH:37])[cH:31][cH:32][cH:33][cH:34]1)([F:38])[F:39].[NH2:1][c:2]1[c:3]([I:21])[c:4]([C:19]#[N:20])[n:5][n:6]1-[c:7]1[c:8]([Cl:18])[cH:9][c:10]([C:14]([F:15])([F:16])[F:17])[cH:11][c:12]1[Cl:13].[Na+:26].[OH2:40].[cH:51]1[cH:52][cH:53][c:54]([P:55]([Pd:56]([P:57]([c:58]2[cH:59][cH:60][cH:61][cH:62][cH:63]2)([c:64]2[cH:65][cH:66][cH:67][cH:68][cH:69]2)[c:70]2[cH:71][cH:72][cH:73][cH:74][cH:75]2)([P:76]([c:77]2[cH:78][cH:79][cH:80][cH:81][cH:82]2)([c:83]2[cH:84][cH:85][cH:86][cH:87][cH:88]2)[c:89]2[cH:90][cH:91][cH:92][cH:93][cH:94]2)[P:95]([c:96]2[cH:97][cH:98][cH:99][cH:100][cH:101]2)([c:102]2[cH:103][cH:104][cH:105][cH:106][cH:107]2)[c:108]2[cH:109][cH:110][cH:111][cH:112][cH:113]2)([c:114]2[cH:115][cH:116][cH:117][cH:118][cH:119]2)[c:120]2[cH:121][cH:122][cH:123][cH:124][cH:125]2)[cH:126][cH:127]1>>[NH2:1][c:2]1[c:3](-[c:30]2[c:29]([C:28]([F:27])([F:38])[F:39])[cH:34][cH:33][cH:32][cH:31]2)[c:4]([C:19]#[N:20])[n:5][n:6]1-[c:7]1[c:8]([Cl:18])[cH:9][c:10]([C:14]([F:15])([F:16])[F:17])[cH:11][c:12]1[Cl:13]. Reactants: BrC1=CC=C(C=C1)C1=C(C(=NO1)C)C(O)C=1N=NN(C1)CC1=CC(=CC=C1)Cl ([5-(4-bromo-phenyl)-3-methyl-isoxazol-4-yl]-[1-(3-chloro-benzyl)-1H-[1,2,3]triazol-4-yl]-methanol), C(C)OC(=O)C1(CC1)C1=CC=C(C=C1)B1OC(C(O1)(C)C)(C)C (1-[4-(4,4,5,5-tetramethyl-[1,3,2]dioxaborolan-2-yl)-phenyl]-cyclopropanecarboxylic acid ethyl ester). Yields the product C(C)OC(=O)C1(CC1)C1=CC=C(C=C1)C1=CC=C(C=C1)C1=C(C(=NO1)C)C(O)C=1N=NN(C1)CC1=CC(=CC=C1)Cl (1-[4′-(4-{[1-(3-Chloro-benzyl)-1H-[1,2,3]triazol-4-yl]-hydroxy-methyl}-3-methyl-isoxazol-5-yl)-biphenyl-4-yl]-cyclopropanecarboxylic acid ethyl ester). Reaction SMILES: Br[C:2]1[CH:7]=[CH:6][C:5]([C:8]2[O:12][N:11]=[C:10]([CH3:13])[C:9]=2[CH:14]([C:16]2[N:17]=[N:18][N:19]([CH2:21][C:22]3[CH:27]=[CH:26][CH:25]=[C:24]([Cl:28])[CH:23]=3)[CH:20]=2)[OH:15])=[CH:4][CH:3]=1.[CH2:29]([O:31][C:32]([C:34]1([C:37]2[CH:42]=[CH:41][C:40](B3OC(C)(C)C(C)(C)O3)=[CH:39][CH:38]=2)[CH2:36][CH2:35]1)=[O:33])[CH3:30]>>[CH2:29]([O:31][C:32]([C:34]1([C:37]2[CH:42]=[CH:41][C:40]([C:2]3[CH:3]=[CH:4][C:5]([C:8]4[O:12][N:11]=[C:10]([CH3:13])[C:9]=4[CH:14]([C:16]4[N:17]=[N:18][N:19]([CH2:21][C:22]5[CH:27]=[CH:26][CH:25]=[C:24]([Cl:28])[CH:23]=5)[CH:20]=4)[OH:15])=[CH:6][CH:7]=3)=[CH:39][CH:38]=2)[CH2:35][CH2:36]1)=[O:33])[CH3:30]. Procedure: Prepared according to the procedure described in Example 1, Step 10, using [5-(4-bromo-phenyl)-3-methyl-isoxazol-4-yl]-[1-(3-chloro-benzyl)-1H-[1,2,3]triazol-4-yl]-methanol and 1-[4-(4,4,5,5-tetramethyl-[1,3,2]dioxaborolan-2-yl)-phenyl]-cyclopropanecarboxylic acid ethyl ester.